From a dataset of the Open Reaction Database (ORD), a public repository of structured organic reaction records. describe an organic reaction: reactants, conditions, products, and yield Run at temperature -78 celsius, time 15 minute. Starting materials: ice water, [Cl-].[NH4+] (ammonium chloride), CC1(C=CC(CC1)=O)C (4,4-dimethyl-2-cyclohexene-1-one), O1CCCC1 (tetrahydrofuran), C(C1=CC=CC=C1)OC1=CC=C(C=C1)Br (4-Bromophenol benzyl ether), O1CCCC1 (tetrahydrofuran), C(CCC)[Li] (n-Butyllithium), ice water. Procedure details: 4-Bromophenol benzyl ether (3.34 g) was dissolved in tetrahydrofuran (20 ml), and the resulting solution was stirred at -78° C. in an argon gas stream. n-Butyllithium (8.33 ml, 1.6 mole solution) was added slowly and the mixture was allowed to stand for 15 minutes. A solution of 4,4-dimethyl-2-cyclohexene-1-one (1.57 g) in tetrahydrofuran (5 ml) was slowly added to the above solution, and then, the resulting mixture was allowed to stand for 30 minutes. Thereafter, a saturated aqueous solution of... Run in C(C)(C)O (isopropyl alcohol). Reaction SMILES: C([O:8][C:9]1[CH:14]=[CH:13][C:12](Br)=[CH:11][CH:10]=1)C1C=CC=CC=1.C([Li])CCC.[CH3:21][C:22]1([CH3:29])[CH2:27][CH2:26][C:25](=O)[CH:24]=[CH:23]1.[Cl-].[NH4+].[O:32]1CCCC1>C(O)(C)C>[CH3:21][C:22]1([CH3:29])[C:27](=[O:32])[CH:26]=[C:25]([C:12]2[CH:11]=[CH:10][C:9]([OH:8])=[CH:14][CH:13]=2)[CH2:24][CH2:23]1 |f:3.4|. Product: CC1(CCC(=CC1=O)C1=CC=C(C=C1)O)C (6,6-dimethyl-3-(4-hydroxyphenyl)-2-cyclohexene-1-one). Reactants: FC(C(=O)C=1C=C2C=NN(C2=CC1)C1=CC=C(C=C1)F)(F)F (2,2,2-trifluoro-1-[1-(4-fluorophenyl)-1H-indazol-5-yl]ethanone), BrC=1C=C(C(=NC1)OC)C (5-bromo-3-methyl-2-methoxypyridine), C(CCC)[Li] (n-butyllithium), solution. The solvent is CCOCC (ether), C1CCOC1 (THF), C1CCOC1 (THF), hexanes. Reaction conditions: time 30 minute. Product: FC(C(O)(C=1C=NC(=C(C1)C)OC)C=1C=C2C=NN(C2=CC1)C1=CC=C(C=C1)F)(F)F (2,2,2-Trifluoro-1-[1-(4-fluorophenyl)-1H-indazol-5-yl]-1-(5-methyl-6-methoxypyridin-3-yl)ethanol). As a reaction SMILES: Br[C:2]1[CH:3]=[C:4]([CH3:10])[C:5]([O:8][CH3:9])=[N:6][CH:7]=1.C([Li])CCC.[F:16][C:17]([F:37])([F:36])[C:18]([C:20]1[CH:21]=[C:22]2[C:26](=[CH:27][CH:28]=1)[N:25]([C:29]1[CH:34]=[CH:33][C:32]([F:35])=[CH:31][CH:30]=1)[N:24]=[CH:23]2)=[O:19]>C1COCC1.CCOCC>[F:37][C:17]([F:16])([F:36])[C:18]([C:20]1[CH:21]=[C:22]2[C:26](=[CH:27][CH:28]=1)[N:25]([C:29]1[CH:34]=[CH:33][C:32]([F:35])=[CH:31][CH:30]=1)[N:24]=[CH:23]2)([C:2]1[CH:7]=[N:6][C:5]([O:8][CH3:9])=[C:4]([CH3:10])[CH:3]=1)[OH:19]. Reported procedure: To a chilled (−78° C.) solution of 5-bromo-3-methyl-2-methoxypyridine (1.56 mmol) in 2 mL THF was added dropwise n-butyllithium (1.71 mmol from a 2.5 M solution in hexanes). The mixture was stirred for 30 minutes and then 2,2,2-trifluoro-1-[1-(4-fluorophenyl)-1H-indazol-5-yl]ethanone (1.39 mmol) in 3 mL THF was added. After 30 minutes, the mixture was diluted with ether and quenched with aqueous ammonium chloride. The organic layer was washed with brine and dried over magnesium sulfate. Removal ...